From a dataset of the Open Reaction Database (ORD), a public repository of structured organic reaction records. describe an organic reaction: reactants, conditions, products, and yield The reactants are CC1=CC=C(C=C1)S(=O)(=O)OCC1OC2=CC(=CC=C2CC1)S(=O)(=O)C ([7-(methylsulfonyl)-3,4-dihydro-2H-chromen-2-yl]methyl 4-methylbenzenesulfonate), ( 5 ), ( 5 ), N1CCC1 (azetidine), ( 6 ). Solvent: C(C)#N (ACN). Yields the product CS(=O)(=O)C1=CC=C2CCC(OC2=C1)CN1CCC1 (1-{[7-(METHYLSULFONYL)-3,4-DIHYDRO-2H-CHROMEN-2-YL]METHYL}AZETIDINE). Reaction SMILES: CC1C=CC(S(O[CH2:12][CH:13]2[CH2:22][CH2:21][C:20]3[C:15](=[CH:16][C:17]([S:23]([CH3:26])(=[O:25])=[O:24])=[CH:18][CH:19]=3)[O:14]2)(=O)=O)=CC=1.[NH:27]1[CH2:30][CH2:29][CH2:28]1>C(#N)C>[CH3:26][S:23]([C:17]1[CH:16]=[C:15]2[C:20]([CH2:21][CH2:22][CH:13]([CH2:12][N:27]3[CH2:30][CH2:29][CH2:28]3)[O:14]2)=[CH:19][CH:18]=1)(=[O:24])=[O:25]. Reported procedure: Preparation according to Example 25: [7-(methylsulfonyl)-3,4-dihydro-2H-chromen-2-yl]methyl 4-methylbenzenesulfonate (0.020 g, 0.0504 mmol), azetidine (0.2 ml), ACN (3 ml). MS m/z (rel. intensity, 70 eV) 281 (M+, 3), 131 (6), 77 (5), 71 (5), 70 (bp). Product: CCC(CO[Si](c1ccccc1)(c1ccccc1)C(C)(C)C)N1C(=O)C(C)(CO)CC(c2cccc(Cl)c2)C1c1ccc(Cl)cc1. The reactants are CCC(CO[Si](c1ccccc1)(c1ccccc1)C(C)(C)C)N1C(=O)C(C)(C(=O)OC)CC(c2cccc(Cl)c2)C1c1ccc(Cl)cc1, CC[BH-](CC)CC, C1CCOC1, [Li+]. As a reaction SMILES: [C:1]([CH3:2])([CH3:3])([CH3:4])[Si:5]([O:6][CH2:7][CH:8]([CH2:9][CH3:10])[N:11]1[C:12](=[O:36])[C:13]([C:31](=[O:32])[O:33][CH3:34])([CH3:35])[CH2:14][CH:15]([c:24]2[cH:25][c:26]([Cl:30])[cH:27][cH:28][cH:29]2)[CH:16]1[c:17]1[cH:18][cH:19][c:20]([Cl:23])[cH:21][cH:22]1)([c:37]1[cH:38][cH:39][cH:40][cH:41][cH:42]1)[c:43]1[cH:44][cH:45][cH:46][cH:47][cH:48]1.[CH2:49]([BH-:50]([CH2:51][CH3:52])[CH2:53][CH3:54])[CH3:55].[CH2:57]1[O:58][CH2:59][CH2:60][CH2:61]1.[Li+:56]>>[C:1]([CH3:2])([CH3:3])([CH3:4])[Si:5]([O:6][CH2:7][CH:8]([CH2:9][CH3:10])[N:11]1[C:12](=[O:36])[C:13]([CH2:31][OH:32])([CH3:35])[CH2:14][CH:15]([c:24]2[cH:25][c:26]([Cl:30])[cH:27][cH:28][cH:29]2)[CH:16]1[c:17]1[cH:18][cH:19][c:20]([Cl:23])[cH:21][cH:22]1)([c:37]1[cH:38][cH:39][cH:40][cH:41][cH:42]1)[c:43]1[cH:44][cH:45][cH:46][cH:47][cH:48]1. Solvent: C1CCOC1 (THF). As a reaction SMILES: C(NC(C)C)(C)C.C([Li])CCC.CCCCCC.[C:19]([OH:24])(=[O:23])[CH:20]([CH3:22])[CH3:21].[CH2:25](Cl)[C:26]1[CH:31]=[CH:30][CH:29]=[CH:28][CH:27]=1>C1COCC1>[CH3:21][C:20]([CH3:22])([CH2:25][C:26]1[CH:31]=[CH:30][CH:29]=[CH:28][CH:27]=1)[C:19]([OH:24])=[O:23]. The product is CC(C(=O)O)(CC1=CC=CC=C1)C (2,2-Dimethyl-3-phenylpropanoic acid). The yield is 67.0%. The reactants are C(C)(C)NC(C)C (diisopropylamine), C(CCC)[Li] (n-butyllithium), CCCCCC (hexane), C(C(C)C)(=O)O (isobutyric acid), C(C1=CC=CC=C1)Cl (Benzyl chloride). Reaction conditions: time 1.5 hour. Procedure: To a solution of diisopropylamine (48.91 g, 483 mmol) in THF (100 mL) under nitrogen at 0° C. was added a solution of 2.5M n-butyllithium in hexane (179 mL, 447.5 mmol.) followed by the dropwise addition of isobutyric acid (15.77 grams, 179 mmols). The reaction mixture was stirred at room temperature for 1.5 hours, then cooled to −15° C. Benzyl chloride (22.66 g, 179 mmol) was added dropwise while maintaining the temperature below −5° C., and the resulting mixture was stirred at room temperature... Starting materials: NC(C#N)(CN1N=C2C(=C(C=C(C2=C1)Cl)Cl)Cl)C (2-amino-2-methyl-3-(4,6,7-trichloro-2H-indazol-2-yl)propionitrile), FC(C1=CC=C(C(=S)Cl)C=C1)(F)F (4-trifluoromethylthiobenzoyl chloride). Yields the product C(#N)C(CN1N=C2C(=C(C=C(C2=C1)Cl)Cl)Cl)(C)NC(C1=CC=C(C=C1)C(F)(F)F)=S (N-[1-Cyano-1-methyl-2-(4,6,7-trichloro-2H-indazol-2-yl)ethyl]-4-trifluoromethylthiobenzamide), solid. Isolated yield 40.0%. As a reaction SMILES: [NH2:1][C:2]([CH3:18])([CH2:5][N:6]1[CH:14]=[C:13]2[C:8]([C:9]([Cl:17])=[C:10]([Cl:16])[CH:11]=[C:12]2[Cl:15])=[N:7]1)[C:3]#[N:4].[F:19][C:20]([F:31])([F:30])[C:21]1[CH:29]=[CH:28][C:24]([C:25](Cl)=[S:26])=[CH:23][CH:22]=1>>[C:3]([C:2]([NH:1][C:25](=[S:26])[C:24]1[CH:23]=[CH:22][C:21]([C:20]([F:19])([F:30])[F:31])=[CH:29][CH:28]=1)([CH3:18])[CH2:5][N:6]1[CH:14]=[C:13]2[C:8]([C:9]([Cl:17])=[C:10]([Cl:16])[CH:11]=[C:12]2[Cl:15])=[N:7]1)#[N:4]. Reported procedure: Using a procedure similar to that described in Example 1, except using 2-amino-2-methyl-3-(4,6,7-trichloro-2H-indazol-2-yl)propionitrile (60 mg, described in Example 136) and 4-trifluoromethylthiobenzoyl chloride, the title compound was isolated as a white solid (40 mg, 40%). Rf=0.65 (1:1 EA/heptane). 1H NMR: (400 MHz, DMSO-d6): 1.70 (s, 3H), 5.11 (d, 1H), 5.25 (d, 1H), 7.47 (s, 1H), 7.79-7.80 (m, 4H), 8.73 (s, 1H) and 9.00 (s, 1H). 19F NMR (376 MHz, DMSO-d6): −42.0 (s, 3F).